Task: describe an organic reaction: reactants, conditions, products, and yield. Dataset: the Open Reaction Database (ORD), a public repository of structured organic reaction records Starting materials: NC1=C(C(=O)O)C=C(C=C1)Br (2-amino-5-bromobenzoic acid), C(C1CCCO1)N=C=S (tetrahydrofurfuryl isothiocyanate). Solvent: C(C)O (ethanol). The product is BrC=1C=C2C(N(C(NC2=CC1)=S)CC1OCCC1)=O (6-bromo-2.3-dihydro-3-[(tetrahydro-2-furanyl)methyl]-2-thioxo-4(1H)-quinazolinone). Isolated yield 90.7%. As a reaction SMILES: [NH2:1][C:2]1[CH:10]=[CH:9][C:8]([Br:11])=[CH:7][C:3]=1[C:4]([OH:6])=O.[CH2:12]([N:18]=[C:19]=[S:20])[CH:13]1[O:17][CH2:16][CH2:15][CH2:14]1>C(O)C>[Br:11][C:8]1[CH:7]=[C:3]2[C:2](=[CH:10][CH:9]=1)[NH:1][C:19](=[S:20])[N:18]([CH2:12][CH:13]1[CH2:14][CH2:15][CH2:16][O:17]1)[C:4]2=[O:6]. Reported procedure: A mixture of 2-amino-5-bromobenzoic acid (8.0 g, 37.0 mmol), tetrahydrofurfuryl isothiocyanate (5.0 g, 34.9 mmol) and triethylarine (5.0 mL, 3.6 g, 35.6 mmol) in ethanol (48 mL) was heated at reflux for 2 h. The reaction mixture was then allowed to cool to room temperature and filtered. The resulting filter cake was washed with 50 mL of cold ethanol, followed by 50 mL of hexanes to provide 10.8 g of the title compound of Step A as a solid melting at 230-232° C. IH NMR (400 MHz, Me2SO-d6): δ 1.63... Reactants: C(C)(=O)[O-].C(C)(=O)[O-].C(C)(=O)[O-].C(C)(=O)[O-].[Pb+4] (lead tetra-acetate), CN(C=O)C (dimethylformamide), C(N)(=O)C1=CC=NC=C1C(=O)O (4-carbamylnicotinic acid), CN(C=O)C (dimethylformamide). Run at time 10 minute. The product is C1=2C(=O)OC(NC1=CC=NC2)=O (5-Azaisatoic Anhydride). Reaction SMILES: C([O-])(=O)C.C([O-])(=O)C.C([O-])(=O)C.C([O-])(=O)C.[Pb+4].C([C:21]1[C:26]([C:27]([OH:29])=[O:28])=[CH:25][N:24]=[CH:23][CH:22]=1)(=O)N.C[N:31](C)[CH:32]=[O:33]>>[C:26]12[C:21](=[CH:22][CH:23]=[N:24][CH:25]=1)[NH:31][C:32](=[O:33])[O:29][C:27]2=[O:28] |f:0.1.2.3.4|. Procedure details: A 50 ml. flask was charged with 2.6 g. lead tetra-acetate suspended in 10 ml. dimethylformamide and stirred while a solution of 0.96 g. of 4-carbamylnicotinic acid in 5 ml. dimethylformamide was added dropwise during 10 minutes. The mixture was stirred for 10 minutes after completion of the addition, then poured onto 40 g. crushed ice. A precipitate of cream solids was collected by filtration, washed with water and dried in vacuo. The yield of 5-azaisatoic anhydride amounted to 0.68 g., melting ... Reaction SMILES: [C:35](=[O:36])([O-:37])[O-:38].[CH3:41][N:42]([CH3:43])[CH:44]=[O:45].[Cl:13][CH2:14][c:15]1[cH:16][c:17]([O:21][CH2:22][c:23]2[n:24][c:25](-[c:29]3[cH:30][cH:31][cH:32][cH:33][cH:34]3)[o:26][c:27]2[CH3:28])[n:18][cH:19][cH:20]1.[K+:39].[K+:40].[OH2:46].[OH:1][c:2]1[n:3][n:4]([CH3:12])[cH:5][c:6]1[CH2:7][C:8](=[O:9])[O:10][CH3:11]>>[O:1]([c:2]1[n:3][n:4]([CH3:12])[cH:5][c:6]1[CH2:7][C:8](=[O:9])[O:10][CH3:11])[CH2:14][c:15]1[cH:16][c:17]([O:21][CH2:22][c:23]2[n:24][c:25](-[c:29]3[cH:30][cH:31][cH:32][cH:33][cH:34]3)[o:26][c:27]2[CH3:28])[n:18][cH:19][cH:20]1. The reactants are O=C([O-])[O-], CN(C)C=O, Cc1oc(-c2ccccc2)nc1COc1cc(CCl)ccn1, [K+], [K+], O, COC(=O)Cc1cn(C)nc1O. The product is COC(=O)Cc1cn(C)nc1OCc1ccnc(OCc2nc(-c3ccccc3)oc2C)c1. Starting materials: C(C)(C)(C)OC(=O)NCC=1SC=C(N1)C(=O)OCC (ethyl 2-(tert-butoxycarbonylamino)methylthiazole-4-carboxylate), FC(C(=O)O)(F)F (trifluoroacetic acid), C(C)(=O)OC(C)=O (acetic anhydride). The solvent is C(=O)O (formic acid). Reaction conditions: time 30 minute. The product is C(=O)NCC=1SC=C(N1)C(=O)OCC (ethyl 2-(formylamino)methylthiazole-4-carboxylate). The yield is 102.5%. Reaction SMILES: C([O:5][C:6]([NH:8][CH2:9][C:10]1[S:11][CH:12]=[C:13]([C:15]([O:17][CH2:18][CH3:19])=[O:16])[N:14]=1)=O)(C)(C)C.FC(F)(F)C(O)=O.C(OC(=O)C)(=O)C>C(O)=O>[CH:6]([NH:8][CH2:9][C:10]1[S:11][CH:12]=[C:13]([C:15]([O:17][CH2:18][CH3:19])=[O:16])[N:14]=1)=[O:5]. Procedure details: To 1.50 g of the above-obtained ethyl 2-(tert-butoxycarbonylamino)methylthiazole-4-carboxylate was added 5 ml of trifluoroacetic acid, and the mixture was stirred at room temperature for 30 minutes. The reaction solution was concentrated under reduced pressure. A saturated aqueous solution of sodium hydrogencarbonate was added to the residue to adjust the pH of the mixture to approximately 8. To this was added 30 ml of dichloromethane. To the mixture was added with vigorous stirring a mixture wh... Reactants: C1(=CC=CC=C1)C(CN(CC1=C(C(=CC=C1)C(F)(F)F)Cl)CCCO)C1=CC=CC=C1 (N-(2,2-diphenylethyl)-N-(2-chloro-3-trifluoromethylbenzyl)-3-hydroxypropylamine), OC=1C=C(C(=O)OC)C=CC1 (methyl 3-hydroxybenzoate), C1=CC=C(C=C1)P(C2=CC=CC=C2)C3=CC=CC=C3 (Ph3P), CC(C)OC(=O)/N=N/C(=O)OC(C)C (diisopropylazodicarboxylate). The solvent is C1CCOC1 (THF), O (H2O). Run at time 18 hour. Product: Cl.C1(=CC=CC=C1)C(CN(CC1=C(C(=CC=C1)C(F)(F)F)Cl)CCCOC1=CC(=CC=C1)C(=O)O)C1=CC=CC=C1 (N-(2,2-Diphenylethyl)-N-(2-chloro-3-trifluoromethylbenzyl)-3-(3-carboxyphenoxy)propylamine hydrochloride salt). Yield: 50.4%. RXN SMILES: [C:1]1([CH:7]([C:26]2[CH:31]=[CH:30][CH:29]=[CH:28][CH:27]=2)[CH2:8][N:9]([CH2:22][CH2:23][CH2:24][OH:25])[CH2:10][C:11]2[CH:16]=[CH:15][CH:14]=[C:13]([C:17]([F:20])([F:19])[F:18])[C:12]=2[Cl:21])[CH:6]=[CH:5][CH:4]=[CH:3][CH:2]=1.O[C:33]1[CH:34]=[C:35]([CH:40]=[CH:41][CH:42]=1)[C:36]([O:38]C)=[O:37].C1C=CC(P(C2C=CC=CC=2)C2C=CC=CC=2)=CC=1.CC(OC(/N=N/C(OC(C)C)=O)=O)C>C1COCC1.O>[ClH:21].[C:26]1([CH:7]([C:1]2[CH:2]=[CH:3][CH:4]=[CH:5][CH:6]=2)[CH2:8][N:9]([CH2:22][CH2:23][CH2:24][O:25][C:33]2[CH:42]=[CH:41][CH:40]=[C:35]([C:36]([OH:38])=[O:37])[CH:34]=2)[CH2:10][C:11]2[CH:16]=[CH:15][CH:14]=[C:13]([C:17]([F:19])([F:20])[F:18])[C:12]=2[Cl:21])[CH:27]=[CH:28][CH:29]=[CH:30][CH:31]=1 |f:6.7|. Procedure details: A solution of N-(2,2-diphenylethyl)-N-(2-chloro-3-trifluoromethylbenzyl)-3-hydroxypropylamine (186 mg, 0.42 mmol) and methyl 3-hydroxybenzoate (63 mg, 0.42 mmol) in 15 mL of THF was treated with Ph3P (110 mg, 0.42 mmol) and diisopropylazodicarboxylate (93 mg, 0.46 mmol). The reaction was stirred for 18 h, diluted with H2O, and extracted with Et2O. The extracts were washed with H2O, dried, and the solvent evaporated. The residue was purified via silica gel column chromatography eluted with 10% Et...